From a dataset of the Open Reaction Database (ORD), a public repository of structured organic reaction records. describe an organic reaction: reactants, conditions, products, and yield Starting materials: C(#N)C1=CC=C(C2=CC=CC=C12)F (1-cyano-4-fluoronaphthalene), C(#N)C1(CCNCC1)C1=CC=CC=C1 (4-cyano-4-phenylpiperidine). Yields the product C(#N)C1=CC=C(C2=CC=CC=C12)N1CCC(CC1)(C#N)C1=CC=CC=C1 (1-(4-Cyanonaphthalen-1-yl)4-phenylpiperidine-4-carbonitrile). Isolated yield 2.5%. RXN SMILES: [C:1]([C:3]1[C:12]2[C:7](=[CH:8][CH:9]=[CH:10][CH:11]=2)[C:6](F)=[CH:5][CH:4]=1)#[N:2].[C:14]([C:16]1([C:22]2[CH:27]=[CH:26][CH:25]=[CH:24][CH:23]=2)[CH2:21][CH2:20][NH:19][CH2:18][CH2:17]1)#[N:15]>>[C:1]([C:3]1[C:12]2[C:7](=[CH:8][CH:9]=[CH:10][CH:11]=2)[C:6]([N:19]2[CH2:18][CH2:17][C:16]([C:22]3[CH:27]=[CH:26][CH:25]=[CH:24][CH:23]=3)([C:14]#[N:15])[CH2:21][CH2:20]2)=[CH:5][CH:4]=1)#[N:2]. Procedure: The title compound (1 mg, 3% yield) was prepared as described for 196MBT2-4 from 1-cyano-4-fluoronaphthalene (20 mg, 0.117 mmol) and 4-cyano-4-phenylpiperidine (87 mg, 0.468 mmol). Starting materials: C(C)OC(CC1=CC(=CC=C1)OC1=C(C=C(C=C1)NC(C)=O)CN([C@H](CC1=CC=CC=C1)C)C(=O)OC)=O ([3-(4-acetylamino-2-{[methoxycarbonyl-((S)-1-methyl-2-phenyl-ethyl)-amino]-methyl}-phenoxy)-phenyl]-acetic acid ethyl ester), [OH-].[Li+] (lithium hydroxide), Cl (HCl). Solvent: C1CCOC1 (THF). Yields the product C(C)(=O)NC1=CC(=C(OC=2C=C(C=CC2)CC(=O)O)C=C1)CN([C@H](CC1=CC=CC=C1)C)C(=O)OC ([3-(4-Acetylamino-2-{[methoxycarbonyl-((S)-1-methyl-2-phenyl-ethyl)-amino]-methyl}-phenoxy)-phenyl]-acetic acid). As a reaction SMILES: C([O:3][C:4](=[O:38])[CH2:5][C:6]1[CH:11]=[CH:10][CH:9]=[C:8]([O:12][C:13]2[CH:18]=[CH:17][C:16]([NH:19][C:20](=[O:22])[CH3:21])=[CH:15][C:14]=2[CH2:23][N:24]([C:34]([O:36][CH3:37])=[O:35])[C@@H:25]([CH3:33])[CH2:26][C:27]2[CH:32]=[CH:31][CH:30]=[CH:29][CH:28]=2)[CH:7]=1)C.[OH-].[Li+].Cl>C1COCC1>[C:20]([NH:19][C:16]1[CH:17]=[CH:18][C:13]([O:12][C:8]2[CH:7]=[C:6]([CH2:5][C:4]([OH:38])=[O:3])[CH:11]=[CH:10][CH:9]=2)=[C:14]([CH2:23][N:24]([C:34]([O:36][CH3:37])=[O:35])[C@@H:25]([CH3:33])[CH2:26][C:27]2[CH:28]=[CH:29][CH:30]=[CH:31][CH:32]=2)[CH:15]=1)(=[O:22])[CH3:21] |f:1.2|. Reported procedure: To [3-(4-acetylamino-2-{[methoxycarbonyl-((S)-1-methyl-2-phenyl-ethyl)-amino]-methyl}-phenoxy)-phenyl]-acetic acid ethyl ester (0.048 g, 0.09 mmol) in THF (2 mL) was added 1N aqueous lithium hydroxide (2 mL), and the reaction was stirred over the weekend at room temperature. Once no starting material was seen by analytical LCMS, the mixture was acidified with 1N aqueous HCl and extracted with EtOAc. The combined organic layers were dried and concentrated, and the residue was purified by preparat...